From a dataset of the Open Reaction Database (ORD), a public repository of structured organic reaction records. describe an organic reaction: reactants, conditions, products, and yield Starting materials: CS(C)=O, ClCCl, OCc1cc2cn[nH]c2cn1. The product is O=Cc1cc2cn[nH]c2cn1. RXN SMILES: [CH3:12][S:13]([CH3:14])=[O:15].[Cl:16][CH2:17][Cl:18].[nH:1]1[n:2][cH:3][c:4]2[c:5]1[cH:6][n:7][c:8]([CH2:10][OH:11])[cH:9]2>>[nH:1]1[n:2][cH:3][c:4]2[c:5]1[cH:6][n:7][c:8]([CH:10]=[O:11])[cH:9]2. Reactants: CCC=O, ClC(Cl)Cl, [O-]P(OCc1ccccc1)OCc1ccccc1. Product: CCC(O)P(=O)(OCc1ccccc1)OCc1ccccc1. As a reaction SMILES: [CH:19]([CH2:20][CH3:21])=[O:22].[CH:23]([Cl:24])([Cl:25])[Cl:26].[P:1]([O:2][CH2:3][c:4]1[cH:5][cH:6][cH:7][cH:8][cH:9]1)([O:10][CH2:11][c:12]1[cH:13][cH:14][cH:15][cH:16][cH:17]1)[O-:18]>>[P:1]([O:2][CH2:3][c:4]1[cH:5][cH:6][cH:7][cH:8][cH:9]1)([O:10][CH2:11][c:12]1[cH:13][cH:14][cH:15][cH:16][cH:17]1)(=[O:18])[CH:19]([CH2:20][CH3:21])[OH:22].